From a dataset of the Open Reaction Database (ORD), a public repository of structured organic reaction records. describe an organic reaction: reactants, conditions, products, and yield The reactants are CN(C1=NC(=C(C(=C1F)CO)F)F)C (2-dimethylamino-4-hydroxymethyl-3,5,6-trifluoropyridine), ClC(=C[C@H]1C([C@H]1C(=O)Cl)(C)C)C(F)(F)F (cis-3-(2-chloro-3,3,3-trifluoropropenyl)-2,2-dimethylcyclopropanecarbonyl chloride). Product: ClC(=C[C@H]1C([C@H]1C(=O)OCC1=C(C(=NC(=C1F)F)N(C)C)F)(C)C)C(F)(F)F ((2-DIMETHYLAMINO-3,5,6-TRIFLUOROPYRIDIN-4-YL)METHYL CIS-3-(2-CHLORO-3,3,3-TRIFLUOROPROPENYL)-2,2-DIMETHYLCYCLOPROPANECARBOXYLATE). As a reaction SMILES: [CH3:1][N:2]([CH3:14])[C:3]1[C:8]([F:9])=[C:7]([CH2:10][OH:11])[C:6]([F:12])=[C:5]([F:13])[N:4]=1.[Cl:15][C:16]([C:26]([F:29])([F:28])[F:27])=[CH:17][C@@H:18]1[C@H:20]([C:21](Cl)=[O:22])[C:19]1([CH3:25])[CH3:24]>>[Cl:15][C:16]([C:26]([F:27])([F:28])[F:29])=[CH:17][C@@H:18]1[C@H:20]([C:21]([O:11][CH2:10][C:7]2[C:6]([F:12])=[C:5]([F:13])[N:4]=[C:3]([N:2]([CH3:14])[CH3:1])[C:8]=2[F:9])=[O:22])[C:19]1([CH3:25])[CH3:24]. Procedure details: By the method of Example 2, 0.5 g (0.002 mole) of 2-dimethylamino-4-hydroxymethyl-3,5,6-trifluoropyridine (from Example 13) was reacted with 0.6 g (0.002 mole) of cis-3-(2-chloro-3,3,3-trifluoropropenyl)-2,2-dimethylcyclopropanecarbonyl chloride to produce, after purification through a short silica gel column and the Chromatotron, 0.45 g of (2-methoxy-3,5,6-trifluoropyridin-4-yl)methyl cis-3-(2-chloro-3,3,3-trifluoropropenyl)-2,2-dimethylcyclopropanecarboxylate as an oil, Compound No. 20 of the ... The reactants are Cc1ccccc1, Nc1cc(Cl)c(OC(F)(F)C(F)Cl)cc1Cl, O=C=NC(=O)c1c(F)cccc1F. Yields the product O=C(NC(=O)c1c(F)cccc1F)Nc1cc(Cl)c(OC(F)(F)C(F)Cl)cc1Cl. As a reaction SMILES: [CH3:30][c:31]1[cH:32][cH:33][cH:34][cH:35][cH:36]1.[Cl:1][CH:2]([C:3]([O:4][c:5]1[cH:6][c:7]([Cl:13])[c:8]([NH2:12])[cH:9][c:10]1[Cl:11])([F:14])[F:15])[F:16].[F:17][c:18]1[c:19]([C:20](=[O:21])[N:22]=[C:23]=[O:24])[c:25]([F:29])[cH:26][cH:27][cH:28]1>>[Cl:1][CH:2]([C:3]([O:4][c:5]1[cH:6][c:7]([Cl:13])[c:8]([NH:12][C:23]([NH:22][C:20]([c:19]2[c:18]([F:17])[cH:28][cH:27][cH:26][c:25]2[F:29])=[O:21])=[O:24])[cH:9][c:10]1[Cl:11])([F:14])[F:15])[F:16]. Reactants: FC1=C(C(=O)CC(=O)OCC)C=C(C(=C1F)F)F (ethyl α-(2,3,4,5-tetrafluorobenzoyl)acetate), C(OCC)([O-])[O-] (ethyl orthoformate), C(C)(=O)OC(C)=O (acetic anhydride). Run at temperature 150 celsius. Product: FC1=C(C(=O)C(C(=O)OCC)=COCC)C=C(C(=C1F)F)F (ethyl 2-(2,3,4,5-tetrafluorobenzoyl)-3-ethoxyacrylate). Isolated yield 94.3%. RXN SMILES: [F:1][C:2]1[C:15]([F:16])=[C:14]([F:17])[C:13]([F:18])=[CH:12][C:3]=1[C:4]([CH2:6][C:7]([O:9][CH2:10][CH3:11])=[O:8])=[O:5].[CH:19]([O-])([O-])[O:20][CH2:21][CH3:22].C(OC(=O)C)(=O)C>>[F:1][C:2]1[C:15]([F:16])=[C:14]([F:17])[C:13]([F:18])=[CH:12][C:3]=1[C:4]([C:6](=[CH:19][O:20][CH2:21][CH3:22])[C:7]([O:9][CH2:10][CH3:11])=[O:8])=[O:5]. Procedure details: A mixture of ethyl α-(2,3,4,5-tetrafluorobenzoyl)acetate (0.7 g), ethyl orthoformate (0.67 g) and acetic anhydride (0.74 g) is heated at 150° C. for 1.5 hour. After the reaction, the volatile material is distilled off at 120° C. under reduced pressure with a water pump to give ethyl 2-(2,3,4,5-tetrafluorobenzoyl)-3-ethoxyacrylate (0.8 g) as a mixture of cis and trans isomers. Reactants: CC(=O)O[BH-](OC(C)=O)OC(C)=O, CC(=O)O, COC(=O)c1ccc(-c2cc(C)c(OCC(C)=O)c(C)c2)cc1C(C)C, CC(N)C(O)c1ccc(O)cc1, [Na+], C1CCOC1. The product is COC(=O)c1ccc(-c2cc(C)c(OCC(C)NC(C)C(O)c3ccc(O)cc3)c(C)c2)cc1C(C)C. As a reaction SMILES: [C:1]([O:2][BH-:3]([O:4][C:5](=[O:6])[CH3:7])[O:8][C:9](=[O:10])[CH3:11])(=[O:12])[CH3:13].[CH3:53][C:54](=[O:55])[OH:56].[CH:27]([CH3:28])([CH3:29])[c:30]1[cH:31][c:32](-[c:40]2[cH:41][c:42]([CH3:52])[c:43]([O:47][CH2:48][C:49]([CH3:50])=[O:51])[c:44]([CH3:46])[cH:45]2)[cH:33][cH:34][c:35]1[C:36](=[O:37])[O:38][CH3:39].[NH2:15][CH:16]([CH:17]([OH:18])[c:19]1[cH:20][cH:21][c:22]([OH:25])[cH:23][cH:24]1)[CH3:26].[Na+:14].[O:57]1[CH2:58][CH2:59][CH2:60][CH2:61]1>>[NH:15]([CH:16]([CH:17]([OH:18])[c:19]1[cH:20][cH:21][c:22]([OH:25])[cH:23][cH:24]1)[CH3:26])[CH:49]([CH2:48][O:47][c:43]1[c:42]([CH3:52])[cH:41][c:40](-[c:32]2[cH:31][c:30]([CH:27]([CH3:28])[CH3:29])[c:35]([C:36](=[O:37])[O:38][CH3:39])[cH:34][cH:33]2)[cH:45][c:44]1[CH3:46])[CH3:50]. As a reaction SMILES: [C:25]([CH3:26])([CH3:27])([CH3:28])[c:29]1[c:30]([S:48][S:49]([c:50]2[cH:51][cH:52][c:53]([CH3:54])[cH:55][cH:56]2)(=[O:57])=[O:58])[cH:31][c:32]([CH3:47])[c:33]([NH:35][S:36](=[O:37])(=[O:38])[c:39]2[cH:40][cH:41][c:42]([C:45]#[N:46])[cH:43][cH:44]2)[cH:34]1.[K+:19].[K+:20].[O-:21][C:22]([O-:23])=[O:24].[O:59]=[CH:60][N:61]([CH3:62])[CH3:63].[OH:1][C:2]1=[CH:3][C:4](=[O:18])[O:5][C:6]([CH3:8])([CH2:9][CH2:10][c:11]2[cH:12][cH:13][c:14]([OH:17])[cH:15][cH:16]2)[CH2:7]1>>[OH:1][C:2]1=[C:3]([S:48][c:30]2[c:29]([C:25]([CH3:26])([CH3:27])[CH3:28])[cH:34][c:33]([NH:35][S:36](=[O:37])(=[O:38])[c:39]3[cH:40][cH:41][c:42]([C:45]#[N:46])[cH:43][cH:44]3)[c:32]([CH3:47])[cH:31]2)[C:4](=[O:18])[O:5][C:6]([CH3:8])([CH2:9][CH2:10][c:11]2[cH:12][cH:13][c:14]([OH:17])[cH:15][cH:16]2)[CH2:7]1. Reactants: Cc1ccc(S(=O)(=O)Sc2cc(C)c(NS(=O)(=O)c3ccc(C#N)cc3)cc2C(C)(C)C)cc1, [K+], [K+], O=C([O-])[O-], CN(C)C=O, CC1(CCc2ccc(O)cc2)CC(O)=CC(=O)O1. Product: Cc1cc(SC2=C(O)CC(C)(CCc3ccc(O)cc3)OC2=O)c(C(C)(C)C)cc1NS(=O)(=O)c1ccc(C#N)cc1. Reactants: C(C)(C)(C)OC(=O)NCC(=O)N[C@@H](CC=1C(=NC=CC1)OC)C(=O)OCC (ethyl N-(tert-butoxycarbonyl)glycyl-3-(2-methoxy-3-pyridinyl)alaninate), FC(C(=O)O)(F)F (trifluoroacetic acid). The solvent is C(Cl)Cl (DCM). Conditions: time 2 hour. Product: NCC(=O)N[C@@H](CC=1C(=NC=CC1)OC)C(=O)OCC (ethyl glycyl-3-(2-methoxy-3-pyridinyl)alaninate). Reaction SMILES: C(OC([NH:8][CH2:9][C:10]([NH:12][C@H:13]([C:23]([O:25][CH2:26][CH3:27])=[O:24])[CH2:14][C:15]1[C:16]([O:21][CH3:22])=[N:17][CH:18]=[CH:19][CH:20]=1)=[O:11])=O)(C)(C)C.FC(F)(F)C(O)=O>C(Cl)Cl>[NH2:8][CH2:9][C:10]([NH:12][C@H:13]([C:23]([O:25][CH2:26][CH3:27])=[O:24])[CH2:14][C:15]1[C:16]([O:21][CH3:22])=[N:17][CH:18]=[CH:19][CH:20]=1)=[O:11]. Procedure details: To a 100-mL round-bottomed flask was added ethyl N-(tert-butoxycarbonyl)glycyl-3-(2-methoxy-3-pyridinyl)alaninate (1.38 g, 3.62 mmol) and trifluoroacetic acid (5 mL, 67.3 mmol) in DCM (5 mL). The reaction mixture was stirred at room temperature for 2 h. The solvent was removed in vacuo to give the crude ethyl glycyl-3-(2-methoxy-3-pyridinyl)alaninate as a colorless oil, which was used without purification. The reactants are FC1=C(OC2=NC=NN3C2=C(C(=C3)O)C)C=CC(=C1)[N+](=O)[O-] (4-(2-fluoro-4-nitrophenoxy)-5-methylpyrrolo[2,1-f][1,2,4]triazin-6-ol), O1CCN(CC1)CCO (2-morpholinoethanol), C1=CC=C(C=C1)P(C2=CC=CC=C2)C3=CC=CC=C3 (PPh3), CC(C)OC(=O)/N=N/C(=O)OC(C)C (DIAD). The solvent is C1CCOC1 (THF). Conditions: time 1 hour. The product is FC1=C(OC2=NC=NN3C2=C(C(=C3)OCCN3CCOCC3)C)C=CC(=C1)[N+](=O)[O-] (4-(2-Fluoro-4-nitrophenoxy)-5-methyl-6-(2-morpholinoethoxy)pyrrolo[2,1-f][1,2,4]triazine). Isolated yield 66.6%. Reaction SMILES: [F:1][C:2]1[CH:19]=[C:18]([N+:20]([O-:22])=[O:21])[CH:17]=[CH:16][C:3]=1[O:4][C:5]1[C:10]2=[C:11]([CH3:15])[C:12]([OH:14])=[CH:13][N:9]2[N:8]=[CH:7][N:6]=1.[O:23]1[CH2:28][CH2:27][N:26]([CH2:29][CH2:30]O)[CH2:25][CH2:24]1.C1C=CC(P(C2C=CC=CC=2)C2C=CC=CC=2)=CC=1.CC(OC(/N=N/C(OC(C)C)=O)=O)C>C1COCC1>[F:1][C:2]1[CH:19]=[C:18]([N+:20]([O-:22])=[O:21])[CH:17]=[CH:16][C:3]=1[O:4][C:5]1[C:10]2=[C:11]([CH3:15])[C:12]([O:14][CH2:30][CH2:29][N:26]3[CH2:27][CH2:28][O:23][CH2:24][CH2:25]3)=[CH:13][N:9]2[N:8]=[CH:7][N:6]=1. Procedure: To a solution of 4-(2-fluoro-4-nitrophenoxy)-5-methylpyrrolo[2,1-f][1,2,4]triazin-6-ol (55 mg, 0.18 mmol), 2-morpholinoethanol (47 mg, 0.36 mmol), and polymer-bound PPh3 (3.0 mmol/g, 167 mg, 0.50 mmol) in 1 mL of THF at room temperature was added DIAD (72 mg, 0.36 mmol). The mixture was stirred for 1 h and HPLC analysis indicated most of the starting material disappeared. The polymer was filtered off through Celite® and the filtrate was concentrated and purified by preparative HPLC to afford the...